Task: describe an organic reaction: reactants, conditions, products, and yield. Dataset: the Open Reaction Database (ORD), a public repository of structured organic reaction records The reactants are C(C)(=O)O[C@H]1CC([C@]2(CC)[C@@H]1[C@@H]1CCC3=CC(CC[C@@H]3[C@H]1CC2)=O)=O (15α-acetoxy-18-methyl-4-estrene-3,17-dione), C(OCC)(OCC)OCC (triethyl orthoformate), C1(=CC=C(C=C1)S(=O)(=O)O)C (p-toluenesulfonic acid), N1=CC=CC=C1 (pyridine). Reaction SMILES: [C:1]([O:4][C@@H:5]1[C@H:11]2[C@H:12]3[C@H:21]([CH2:22][CH2:23][C@:8]2([CH2:9][CH3:10])[C:7](=[O:25])[CH2:6]1)[C@@H:20]1[C:15](=[CH:16][C:17](=[O:24])[CH2:18][CH2:19]1)[CH2:14][CH2:13]3)(=[O:3])[CH3:2].C(OCC)(OCC)O[CH2:28][CH3:29].C1(C)C=CC(S(O)(=O)=O)=CC=1.N1C=CC=CC=1>O1CCOCC1.CCOCC>[C:1]([O:4][C@@H:5]1[C@H:11]2[C@H:12]3[C@H:21]([CH2:22][CH2:23][C@:8]2([CH2:9][CH3:10])[C:7](=[O:25])[CH2:6]1)[C@@H:20]1[C:15]([CH:16]=[C:17]([O:24][CH2:28][CH3:29])[CH2:18][CH2:19]1)=[CH:14][CH2:13]3)(=[O:3])[CH3:2]. Product: C(C)(=O)O[C@H]1CC([C@]2(CC)[C@@H]1[C@@H]1CC=C3C=C(CC[C@@H]3[C@H]1CC2)OCC)=O (15α-Acetoxy-3-ethoxy-18-methyl-3,5-estradien-17-one). Run in O1CCOCC1 (dioxane), CCOCC (ether). Procedure: Under argon, 2.0 g of 15α-acetoxy-18-methyl-4-estrene-3,17-dione in 60 ml of dioxane is agitated at room temperature for 20 hours with 6 ml of triethyl orthoformate and 40 mg of p-toluenesulfonic acid. After adding 2 ml of pyridine, the mixture is diluted with ether, washed with water, and dried. The crude product is recrystallized from acetone/hexane. Yield: 1.6 g of 15α-acetoxy-3-ethoxy-18-methyl-3,5-estradien-17-one. Melting point: 202° C. Reactants: Cc1cc(-c2cccc(C(=O)CC(=O)Nc3cc(F)c(N4CCCC4)cc3NC(=O)OC(C)(C)C)c2)on1, ClCCl, O=C(O)C(F)(F)F. The product is Cc1cc(-c2cccc(C3=Nc4cc(N5CCCC5)c(F)cc4NC(=O)C3)c2)on1. As a reaction SMILES: [C:1]([O:2][C:3](=[O:4])[NH:7][c:8]1[c:9]([NH:20][C:21]([CH2:22][C:23](=[O:5])[c:25]2[cH:26][c:27](-[c:31]3[cH:32][c:33]([CH3:36])[n:34][o:35]3)[cH:28][cH:29][cH:30]2)=[O:37])[cH:10][c:11]([F:19])[c:12]([N:14]2[CH2:15][CH2:16][CH2:17][CH2:18]2)[cH:13]1)([CH3:6])([CH3:24])[CH3:38].[Cl:46][CH2:47][Cl:48].[F:39][C:40]([F:41])([F:42])[C:43]([OH:44])=[O:45]>>[N:7]1=[C:23]([c:25]2[cH:26][c:27](-[c:31]3[cH:32][c:33]([CH3:36])[n:34][o:35]3)[cH:28][cH:29][cH:30]2)[CH2:22][C:21](=[O:37])[NH:20][c:9]2[c:8]1[cH:13][c:12]([N:14]1[CH2:15][CH2:16][CH2:17][CH2:18]1)[c:11]([F:19])[cH:10]2. The reactants are C1N(CC2C1CNC2)C2=NC(=NC(=C2)C(F)(F)F)N(C)C ([4-(Hexahydro-pyrrolo[3,4-c]pyrrol-2-yl)-6-trifluoromethyl-pyrimidin-2-yl]-dimethyl-amine), FC1=CC(=C(C(=O)O)C=C1)N1N=CC=N1 (4-Fluoro-2-[1,2,3]triazol-2-yl-benzoic acid). Yields the product CN(C1=NC(=CC(=N1)N1CC2C(C1)CN(C2)C(=O)C2=C(C=C(C=C2)F)N2N=CC=N2)C(F)(F)F)C ([5-(2-Dimethylamino-6-trifluoromethyl-pyrimidin-4-yl)-hexahydro-pyrrolo[3,4-c]pyrrol-2-yl]-(4-fluoro-2-[1,2,3]triazol-2-yl-phenyl)-methanone). As a reaction SMILES: [CH2:1]1[CH:5]2[CH2:6][NH:7][CH2:8][CH:4]2[CH2:3][N:2]1[C:9]1[CH:14]=[C:13]([C:15]([F:18])([F:17])[F:16])[N:12]=[C:11]([N:19]([CH3:21])[CH3:20])[N:10]=1.[F:22][C:23]1[CH:31]=[CH:30][C:26]([C:27](O)=[O:28])=[C:25]([N:32]2[N:36]=[CH:35][CH:34]=[N:33]2)[CH:24]=1>>[CH3:20][N:19]([CH3:21])[C:11]1[N:10]=[C:9]([N:2]2[CH2:3][CH:4]3[CH2:8][N:7]([C:27]([C:26]4[CH:30]=[CH:31][C:23]([F:22])=[CH:24][C:25]=4[N:32]4[N:36]=[CH:35][CH:34]=[N:33]4)=[O:28])[CH2:6][CH:5]3[CH2:1]2)[CH:14]=[C:13]([C:15]([F:18])([F:17])[F:16])[N:12]=1. Procedure details: The title compound was prepared in a manner analogous to Example 15 utilizing Intermediate 36 and Intermediate 4. MS (ESI): mass calculated for C22H22F4N8O, 490.46; m/z found 490.9 [M+H]+. 1H NMR (400 MHz, CDCl3): 7.84-7.64 (m, 3H), 7.45-7.36 (m, 1H), 7.20-7.07 (m, 1H), 5.87 (br s, 1H), 4.04-2.79 (m, 16H). Procedure details: 14 g (68.29 mmol) of 2,5-dichloro-6-methylbenzoic acid were introduced into 1000 ml of dichloromethane. 11.2 g (61.6 mmol) of 3,4,5-trimethoxytoluene and 28 g of finely ground phosphorus pentoxide were added. After 2 hours of stirring at room temperature, the reaction solution, which by now was orangey red, was poured into water and extracted three times with dichloromethane. The combined organic phases were washed twice with water, dried with sodium sulfate and concentrated, and the reaction pr... The product is ClC1=C(C(=O)C2=C(C=C(C(=C2OC)OC)OC)C)C(=C(C=C1)Cl)C (2,5-Dichloro-2′,6-dimethyl-4′,5′,6′-trimethoxybenzophenone). Reactants: ClC1=C(C(=O)O)C(=C(C=C1)Cl)C (2,5-dichloro-6-methylbenzoic acid), ClCCl (dichloromethane), COC=1C=C(C=C(C1OC)OC)C (3,4,5-trimethoxytoluene), O=P12OP3(=O)OP(=O)(O1)OP(=O)(O2)O3 (phosphorus pentoxide). As a reaction SMILES: [Cl:1][C:2]1[CH:10]=[CH:9][C:8]([Cl:11])=[C:7]([CH3:12])[C:3]=1[C:4]([OH:6])=O.ClCCl.[CH3:16][O:17][C:18]1[CH:19]=[C:20]([CH3:28])[CH:21]=[C:22]([O:26][CH3:27])[C:23]=1[O:24][CH3:25].O=P12OP3(OP(OP(O3)(O1)=O)(=O)O2)=O>C(OC)(C)(C)C.CCCCCC.O>[Cl:1][C:2]1[CH:10]=[CH:9][C:8]([Cl:11])=[C:7]([CH3:12])[C:3]=1[C:4]([C:21]1[C:22]([O:26][CH3:27])=[C:23]([O:24][CH3:25])[C:18]([O:17][CH3:16])=[CH:19][C:20]=1[CH3:28])=[O:6] |f:4.5|. Conditions: time 2 hour. Isolated yield 88.4%. Solvent: C(C)(C)(C)OC.CCCCCC (methyl tert-butyl ether hexane), O (water). Starting materials: [BH4-], Brc1ccc2cc[nH]c2c1, CC(=O)O, CC(Cl)Cl, O=C1CCN(CCc2ccc(F)cc2)CC1, [Na+]. Yields the product Fc1ccc(CCN2CCC(n3ccc4ccc(Br)cc43)CC2)cc1. Reaction SMILES: [BH4-:1].[Br:3][c:4]1[cH:5][cH:6][c:7]2[cH:8][cH:9][nH:10][c:11]2[cH:12]1.[CH3:33][C:34](=[O:35])[OH:36].[Cl:29][CH:30]([Cl:31])[CH3:32].[F:13][c:14]1[cH:15][cH:16][c:17]([CH2:18][CH2:19][N:20]2[CH2:21][CH2:22][C:23](=[O:26])[CH2:24][CH2:25]2)[cH:27][cH:28]1.[Na+:2]>>[Br:3][c:4]1[cH:5][cH:6][c:7]2[cH:8][cH:9][n:10]([CH:23]3[CH2:22][CH2:21][N:20]([CH2:19][CH2:18][c:17]4[cH:16][cH:15][c:14]([F:13])[cH:28][cH:27]4)[CH2:25][CH2:24]3)[c:11]2[cH:12]1.